From a dataset of the Open Reaction Database (ORD), a public repository of structured organic reaction records. describe an organic reaction: reactants, conditions, products, and yield Reactants: ClC1=CC(=C(C#N)C=C1NC1=NC2=C(N1C)C=C(C(=C2)Cl)N2CCC(CC2)C(F)(F)F)F (4-chloro-5-[5-chloro-1-methyl-6-(4-(trifluoromethyl)piperidin-1-yl)-1H-benzo[d]imidazol-2-ylamino]-2-fluorobenzonitrile). Reagents/catalysts: [Ni] (Ra—Ni). The solvent is C1CCOC1 (THF). The product is ClC1=CC(=C(CN)C=C1NC1=NC2=C(N1C)C=C(C(=C2)Cl)N2CCC(CC2)C(F)(F)F)F (4-Chloro-2-fluoro-5-[5-chloro-1-methyl-6-(4-trifluoromethyl-piperidin-1-yl)-1H-benzimidazol-2-ylamino]-benzylamine). RXN SMILES: [Cl:1][C:2]1[C:9]([NH:10][C:11]2[N:15]([CH3:16])[C:14]3[CH:17]=[C:18]([N:22]4[CH2:27][CH2:26][CH:25]([C:28]([F:31])([F:30])[F:29])[CH2:24][CH2:23]4)[C:19]([Cl:21])=[CH:20][C:13]=3[N:12]=2)=[CH:8][C:5]([C:6]#[N:7])=[C:4]([F:32])[CH:3]=1>[Ni].C1COCC1>[Cl:1][C:2]1[C:9]([NH:10][C:11]2[N:15]([CH3:16])[C:14]3[CH:17]=[C:18]([N:22]4[CH2:27][CH2:26][CH:25]([C:28]([F:29])([F:31])[F:30])[CH2:24][CH2:23]4)[C:19]([Cl:21])=[CH:20][C:13]=3[N:12]=2)=[CH:8][C:5]([CH2:6][NH2:7])=[C:4]([F:32])[CH:3]=1. Procedure: The sub-title compound was prepared in analogy to Example 101, step (c) using 4-chloro-5-[5-chloro-1-methyl-6-(4-(trifluoromethyl)piperidin-1-yl)-1H-benzo[d]imidazol-2-ylamino]-2-fluorobenzonitrile (264 mg; 0.54 mmol), Ra—Ni (3 mg), H2 (5 atm) and THF (30 mL). The reactants are O=C([O-])[O-], CCOC(C)=O, [Cl-], [Cs+], [Cs+], FCCI, [NH4+], CN(C)C=O, COC(=O)c1cnc(O)cn1. Product: COC(=O)c1cnc(OCCF)cn1. As a reaction SMILES: [C:1](=[O:2])([O-:3])[O-:4].[CH3:29][CH2:30][O:31][C:32](=[O:33])[CH3:34].[Cl-:22].[Cs+:5].[Cs+:6].[I:7][CH2:8][CH2:9][F:10].[NH4+:23].[O:24]=[CH:25][N:26]([CH3:27])[CH3:28].[OH:11][c:12]1[n:13][cH:14][c:15]([C:18](=[O:19])[O:20][CH3:21])[n:16][cH:17]1>>[CH2:8]([CH2:9][F:10])[O:11][c:12]1[n:13][cH:14][c:15]([C:18](=[O:19])[O:20][CH3:21])[n:16][cH:17]1. Reactants: O (Water), BrCC1=NSC2=NC(=CC=C21)Cl (3-(bromomethyl)-6-chloroisothiazolo[5,4-b]pyridine). The solvent is CS(=O)C (dimethylsulfoxide). Reaction conditions: temperature 80 celsius. The product is ClC1=CC=C2C(=N1)SN=C2CO ((6-chloroisothiazolo[5,4-b]pyridin-3-yl) methanol). Reaction SMILES: [OH2:1].Br[CH2:3][C:4]1[C:12]2[C:7](=[N:8][C:9]([Cl:13])=[CH:10][CH:11]=2)[S:6][N:5]=1>CS(C)=O>[Cl:13][C:9]1[N:8]=[C:7]2[S:6][N:5]=[C:4]([CH2:3][OH:1])[C:12]2=[CH:11][CH:10]=1. Reported procedure: Water (8 mL) was added to a solution of 3-(bromomethyl)-6-chloroisothiazolo[5,4-b]pyridine (19.0 mmol) in dimethylsulfoxide (40 mL) and the reaction mixture was heated at 80° C. for 1.5 h. The reaction mixture was then quenched with water (50 mL) and the resulting solution was extracted with ethyl acetate (3×40 mL). The combined organic layers were dried (magnesium sulfate) and concentrated to provide the crude (6-chloroisothiazolo[5,4-b]pyridin-3-yl) methanol as a yellow solid. Starting materials: C(C1=CC=CC=C1)OC1=CC=C(C=C1)C(CO)CO (2-(4-(benzyloxy)phenyl)propane-1,3-diol), CC=1C=CC(=CC1)S(=O)(=O)O (PTSA). The solvent is C1(=CC=CC=C1)C (toluene), CC(=O)C (acetone). Run at temperature 30 celsius, time 18 hour. Yields the product C(C1=CC=CC=C1)OC1=CC=C(C=C1)C1COC(OC1)(C)C (5-(4-(benzyloxy)phenyl)-2,2-dimethyl-1,3-dioxane). Yield: 79.5%. Reaction SMILES: [CH2:1]([O:8][C:9]1[CH:14]=[CH:13][C:12]([CH:15]([CH2:18][OH:19])[CH2:16][OH:17])=[CH:11][CH:10]=1)[C:2]1[CH:7]=[CH:6][CH:5]=[CH:4][CH:3]=1.[CH3:20][C:21]1C=CC(S(O)(=O)=O)=C[CH:26]=1>C1(C)C=CC=CC=1.CC(C)=O>[CH2:1]([O:8][C:9]1[CH:10]=[CH:11][C:12]([CH:15]2[CH2:18][O:19][C:21]([CH3:26])([CH3:20])[O:17][CH2:16]2)=[CH:13][CH:14]=1)[C:2]1[CH:3]=[CH:4][CH:5]=[CH:6][CH:7]=1. Procedure: To a suspension of 2-(4-(benzyloxy)phenyl)propane-1,3-diol (2.0 gm, 0.00775 moles) in dry toluene (500 ml), dry acetone (20 ml) and PTSA (1.2 gm, 0.0062 mole) were added and the reaction mixture was stirred for 18 hours at 30° C. The reaction mixture was poured into ice cold water and extracted with ethyl acetate. The organic extract was washed successively with water & brine, dried over sodium sulfate and evaporated under reduced pressure to yield 1.47 gm product as white solid. Starting materials: CC(=O)O, CO, NC1CCOC(C(c2ccccc2)c2ccccc2)C1, ClCCCl, O=Cc1ccc(F)cc1, [Na+], O=C([O-])O, O. The product is Fc1ccc(CNC2CCOC(C(c3ccccc3)c3ccccc3)C2)cc1. Reaction SMILES: [CH3:30][C:31](=[O:32])[OH:33].[CH3:43][OH:44].[CH:1]([c:2]1[cH:3][cH:4][cH:5][cH:6][cH:7]1)([c:8]1[cH:9][cH:10][cH:11][cH:12][cH:13]1)[CH:14]1[O:15][CH2:16][CH2:17][CH:18]([NH2:20])[CH2:19]1.[Cl:39][CH2:40][CH2:41][Cl:42].[F:21][c:22]1[cH:23][cH:24][c:25]([CH:26]=[O:27])[cH:28][cH:29]1.[Na+:38].[O-:34][C:35]([OH:36])=[O:37].[OH2:45]>>[CH:1]([c:2]1[cH:3][cH:4][cH:5][cH:6][cH:7]1)([c:8]1[cH:9][cH:10][cH:11][cH:12][cH:13]1)[CH:14]1[O:15][CH2:16][CH2:17][CH:18]([NH:20][CH2:26][c:25]2[cH:24][cH:23][c:22]([F:21])[cH:29][cH:28]2)[CH2:19]1. Starting materials: CC(C)(C)OC(=O)NC(CC1CCCCC1)C1CCC(=O)O1, CI, CCCCCC, CC(C)NC(C)C, [Cl-], [Li]CCCC, [NH4+], C1CCOC1. Product: CC1CC(C(CC2CCCCC2)NC(=O)OC(C)(C)C)OC1=O. As a reaction SMILES: [C:13]([CH3:14])([CH3:15])([CH3:16])[O:17][C:18](=[O:19])[NH:20][CH:21]([CH2:22][CH:23]1[CH2:24][CH2:25][CH2:26][CH2:27][CH2:28]1)[CH:29]1[CH2:30][CH2:31][C:32](=[O:34])[O:33]1.[CH3:35][I:36].[CH3:39][CH2:40][CH2:41][CH2:42][CH2:43][CH3:44].[CH:6]([NH:7][CH:8]([CH3:9])[CH3:10])([CH3:11])[CH3:12].[Cl-:37].[Li:1][CH2:2][CH2:3][CH2:4][CH3:5].[NH4+:38].[O:45]1[CH2:46][CH2:47][CH2:48][CH2:49]1>>[CH3:2][CH:31]1[CH2:30][CH:29]([CH:21]([NH:20][C:18]([O:17][C:13]([CH3:14])([CH3:15])[CH3:16])=[O:19])[CH2:22][CH:23]2[CH2:24][CH2:25][CH2:26][CH2:27][CH2:28]2)[O:33][C:32]1=[O:34].